Dataset: the Open Reaction Database (ORD), a public repository of structured organic reaction records. Task: describe an organic reaction: reactants, conditions, products, and yield Reported procedure: A slurry of methyl 2-bromo-3-cyclohexyl-1H-indole-6-carboxylate (1.75 g, 5.22 mmol), LiCi (880 mg, 21.0 mmol), 1M aqueous Na2CO3 (13 mL, 13.0 mmol), Pd(PPh3)4 (600 mg, 0.52 mmol) and tert-butyl 2-(4,4,5,5-tetramethyl-1,3,2-dioxaborolan-2-yl)phenylcarbamate (2.5 g, 7.8 mmol) in toluene (19 mL) and EtOH (19 mL) was heated at relfulx for 2 h. The reaction mixture was cooled and concentrated to dryness under vacuum. The residue was treated with H2O (120 mL) and extracted with EtOAc (2×200 mL). The c... As a reaction SMILES: Br[C:2]1[NH:3][C:4]2[C:9]([C:10]=1[CH:11]1[CH2:16][CH2:15][CH2:14][CH2:13][CH2:12]1)=[CH:8][CH:7]=[C:6]([C:17]([O:19][CH3:20])=[O:18])[CH:5]=2.[C:21]([O-:24])([O-])=[O:22].[Na+].[Na+].CC1(C)C(C)(C)OB([C:35]2[CH:40]=[CH:39][CH:38]=[CH:37][C:36]=2NC(=O)OC(C)(C)C)O1>C1(C)C=CC=CC=1.CCO.C1C=CC([P]([Pd]([P](C2C=CC=CC=2)(C2C=CC=CC=2)C2C=CC=CC=2)([P](C2C=CC=CC=2)(C2C=CC=CC=2)C2C=CC=CC=2)[P](C2C=CC=CC=2)(C2C=CC=CC=2)C2C=CC=CC=2)(C2C=CC=CC=2)C2C=CC=CC=2)=CC=1>[C:6]([O:24][C:21]([C:35]1[CH:40]=[CH:39][CH:38]=[CH:37][C:36]=1[C:2]1[NH:3][C:4]2[C:9]([C:10]=1[CH:11]1[CH2:16][CH2:15][CH2:14][CH2:13][CH2:12]1)=[CH:8][CH:7]=[C:6]([C:17]([O:19][CH3:20])=[O:18])[CH:5]=2)=[O:22])([CH3:17])([CH3:7])[CH3:5] |f:1.2.3,^1:63,65,84,103|. Reagents/catalysts: C=1C=CC(=CC1)[P](C=2C=CC=CC2)(C=3C=CC=CC3)[Pd]([P](C=4C=CC=CC4)(C=5C=CC=CC5)C=6C=CC=CC6)([P](C=7C=CC=CC7)(C=8C=CC=CC8)C=9C=CC=CC9)[P](C=1C=CC=CC1)(C=1C=CC=CC1)C=1C=CC=CC1 (Pd(PPh3)4). Solvent: C1(=CC=CC=C1)C (toluene), CCO (EtOH). Isolated yield 153.3%. Yields the product C(C)(C)(C)OC(=O)C1=C(C=CC=C1)C=1NC2=CC(=CC=C2C1C1CCCCC1)C(=O)OC (methyl 2-(2-(tert-butoxycarbonyl)phenyl)-3-cyclohexyl-1H-indole-6-carboxylate). The reactants are BrC=1NC2=CC(=CC=C2C1C1CCCCC1)C(=O)OC (methyl 2-bromo-3-cyclohexyl-1H-indole-6-carboxylate), C(=O)([O-])[O-].[Na+].[Na+] (Na2CO3), CC1(OB(OC1(C)C)C1=C(C=CC=C1)NC(OC(C)(C)C)=O)C (tert-butyl 2-(4,4,5,5-tetramethyl-1,3,2-dioxaborolan-2-yl)phenylcarbamate). Starting materials: ClC1=CC=C(C=C1)[C@@H]1N=C(N([C@@H]1C1=CC=C(C=C1)Cl)C(=O)Cl)C1=C(C=C(C=C1)C(C)(C)C#N)OCC ((4S,5R)-4,5-bis-(4-chloro-phenyl)-2-[4-(cyano-dimethyl-methyl)-2-ethoxy-phenyl]-4,5-dihydro-imidazole-1-carbonyl chloride), Cl.Cl.COCC(C)NC(CN1CCNCC1)=O (N-(2-methoxy-1-methylethyl)-2-piperazin-1-yl-acetamide dihydrochloride). Yields the product ClC1=CC=C(C=C1)[C@@H]1N=C(N([C@@H]1C1=CC=C(C=C1)Cl)C(=O)N1CCN(CC1)CC(=O)NC(COC)C)C1=C(C=C(C=C1)C(C)(C)C#N)OCC (2-(4-{(4S,5R)-4,5-Bis-(4-chloro-phenyl)-2-[4-(cyano-dimethyl-methyl)-2-ethoxy-phenyl]-4,5-dihydro-imidazole-1-carbonyl}-piperazin-1-yl)-N-(2-methoxy-1-methyl-ethyl)-acetamide). RXN SMILES: [Cl:1][C:2]1[CH:7]=[CH:6][C:5]([C@H:8]2[C@@H:12]([C:13]3[CH:18]=[CH:17][C:16]([Cl:19])=[CH:15][CH:14]=3)[N:11]([C:20](Cl)=[O:21])[C:10]([C:23]3[CH:28]=[CH:27][C:26]([C:29]([C:32]#[N:33])([CH3:31])[CH3:30])=[CH:25][C:24]=3[O:34][CH2:35][CH3:36])=[N:9]2)=[CH:4][CH:3]=1.Cl.Cl.[CH3:39][O:40][CH2:41][CH:42]([NH:44][C:45](=[O:53])[CH2:46][N:47]1[CH2:52][CH2:51][NH:50][CH2:49][CH2:48]1)[CH3:43]>>[Cl:1][C:2]1[CH:3]=[CH:4][C:5]([C@H:8]2[C@@H:12]([C:13]3[CH:14]=[CH:15][C:16]([Cl:19])=[CH:17][CH:18]=3)[N:11]([C:20]([N:50]3[CH2:51][CH2:52][N:47]([CH2:46][C:45]([NH:44][CH:42]([CH3:43])[CH2:41][O:40][CH3:39])=[O:53])[CH2:48][CH2:49]3)=[O:21])[C:10]([C:23]3[CH:28]=[CH:27][C:26]([C:29]([C:32]#[N:33])([CH3:31])[CH3:30])=[CH:25][C:24]=3[O:34][CH2:35][CH3:36])=[N:9]2)=[CH:6][CH:7]=1 |f:1.2.3|. Procedure details: 2-(4-{(4S,5R)-4,5-Bis-(4-chloro-phenyl)-2-[4-(cyano-dimethyl-methyl)-2-ethoxy-phenyl]-4,5-dihydro-imidazole-1-carbonyl}-piperazin-1-yl)-N-(2-methoxy-1-methyl-ethyl)-acetamide was prepared from (4S,5R)-4,5-bis-(4-chloro-phenyl)-2-[4-(cyano-dimethyl-methyl)-2-ethoxy-phenyl]-4,5-dihydro-imidazole-1-carbonyl chloride (example 12j) and N-(2-methoxy-1-methylethyl)-2-piperazin-1-yl-acetamide (example 15) in an analogous manner as described in example 25. LR-MS: 719.4 [(M+H)+]